From a dataset of the Open Reaction Database (ORD), a public repository of structured organic reaction records. describe an organic reaction: reactants, conditions, products, and yield Starting materials: [CH-]1C=CC=C1.[CH-]1C=CC=C1.[Fe+2] (ferrocene), P(O)(O)(O)=O (phosphoric acid). The solvent is C(C)(=O)OC(C)=O (acetic anhydride). Conditions: temperature 100 celsius, time 8 hour. The product is C(C)(=O)[C-]1C=CC=C1.[CH-]1C=CC=C1.[Fe+2] (acetylferrocene). The yield is 55.4%. As a reaction SMILES: [CH-:1]1[CH:5]=[CH:4][CH:3]=[CH:2]1.[CH-:6]1[CH:10]=[CH:9][CH:8]=[CH:7]1.[Fe+2:11].P(=O)(O)(O)[OH:13]>C(OC(=O)C)(=O)C>[C:10]([C-:1]1[CH:5]=[CH:4][CH:3]=[CH:2]1)(=[O:13])[CH3:6].[CH-:6]1[CH:10]=[CH:9][CH:8]=[CH:7]1.[Fe+2:11] |f:0.1.2,5.6.7|. Reported procedure: A mixture of 93.0 g (0.5 mole) of ferrocene, 250 ml of acetic anhydride and 20 ml of 85% strength phosphoric acid was heated to 100° C for 10 minutes, then cooled and poured onto ice. After leaving the mixture to stand overnight, the solid residue was filtered off and washed with water. For further purification the residue was dissolved in cyclohexane, while warming, and animal charcoal/Tonsil were added. The mixture was then filtered and the filtrate was evaporated to dryness under reduced pres... Starting materials: [N+](=O)([O-])C=1C=CC(=C(C=O)C1)SCC1=CC=C(C=C1)OC (5-nitro-2-(p-methoxybenzylthio)benzaldehyde), NC(=O)N (urea), C(CC(=O)C)(=O)OCC (ethyl acetoacetate), Cl (hydrochloric acid). Solvent: C(C)O (ethanol). Product: COC1=CC=C(CSC2=C(C=C(C=C2)[N+](=O)[O-])C2NC(NC(=C2C(=O)OCC)C)=O)C=C1 (Ethyl 1,2,3,4-tetrahydro-4-(2-(p-methoxybenzylthio)-5-nitrophenyl)-6-methyl-2-oxo-5-pyrimidine carboxylate). As a reaction SMILES: [N+:1]([C:4]1[CH:5]=[CH:6][C:7]([S:12][CH2:13][C:14]2[CH:19]=[CH:18][C:17]([O:20][CH3:21])=[CH:16][CH:15]=2)=[C:8]([CH:11]=1)[CH:9]=O)([O-:3])=[O:2].[NH2:22][C:23]([NH2:25])=[O:24].[C:26]([O:32][CH2:33][CH3:34])(=[O:31])[CH2:27][C:28]([CH3:30])=O.Cl>C(O)C>[CH3:21][O:20][C:17]1[CH:18]=[CH:19][C:14]([CH2:13][S:12][C:7]2[CH:6]=[CH:5][C:4]([N+:1]([O-:3])=[O:2])=[CH:11][C:8]=2[CH:9]2[C:27]([C:26]([O:32][CH2:33][CH3:34])=[O:31])=[C:28]([CH3:30])[NH:25][C:23](=[O:24])[NH:22]2)=[CH:15][CH:16]=1. Procedure: A mxiture of 5-nitro-2-(p-methoxybenzylthio)benzaldehyde (1.0 mmol), urea (1.5 mmol) and ethyl acetoacetate (1.5 mmol) in ethanol (2 ml) is heated with a catalytic amount of hydrochloric acid to yield the compound 2a. The reactants are CC#CC(=O)OCC, ClCCl, Cc1ccc(F)c(O)c1, C1CCC2=NCCCN2CC1, C1CCOC1. Yields the product CCOC(=O)C=C(C)Oc1cc(C)ccc1F. Reaction SMILES: [CH2:10]([CH3:11])[O:12][C:13]([C:14]#[C:15][CH3:16])=[O:17].[Cl:34][CH2:35][Cl:36].[F:1][c:2]1[c:3]([OH:9])[cH:4][c:5]([CH3:8])[cH:6][cH:7]1.[N:18]12[CH2:19][CH2:20][CH2:21][N:22]=[C:23]1[CH2:24][CH2:25][CH2:26][CH2:27][CH2:28]2.[O:29]1[CH2:30][CH2:31][CH2:32][CH2:33]1>>[F:1][c:2]1[c:3]([O:9][C:15](=[CH:14][C:13]([O:12][CH2:10][CH3:11])=[O:17])[CH3:16])[cH:4][c:5]([CH3:8])[cH:6][cH:7]1. Run in C1CCOC1 (THF). Reported procedure: To a solution of 790 mg of 4-[3-cyclopropyl-6-(4-hydroxy-phenyl)-1-(tetrahydro-pyran-2-yl)-1H-pyrazolo[3,4-b]pyridine-4-carbonyl]-piperazine-1-carboxylic acid tert-butyl ester in 6 ml of dry THF 11.5 ml of borane-dimethylsulfide complex (1 M in DCM) was added slowly at r.t., and the reaction was heated to reflux for 0.5 h. The reaction was quenched by the addition of 7 ml of methanol, and the solvents were evaporated. The residue was purified by flash chromatography (silica, heptanes/ethyl aceta... Yields the product C(C)(C)(C)OC(=O)N1CCN(CC1)CC1=C2C(=NC(=C1)C1=CC=C(C=C1)O)N(N=C2C2CC2)C2OCCCC2 (4-[3-Cyclopropyl-6-(4-hydroxy-phenyl)-1-(tetrahydro-pyran-2-yl)-1H-pyrazolo[3,4-b]pyridin-4-ylmethyl]-piperazine-1-carboxylic acid tert-butyl ester). Isolated yield 82.5%. Reaction SMILES: [C:1]([O:5][C:6]([N:8]1[CH2:13][CH2:12][N:11]([C:14]([C:16]2[C:17]3[C:31]([CH:32]4[CH2:34][CH2:33]4)=[N:30][N:29]([CH:35]4[CH2:40][CH2:39][CH2:38][CH2:37][O:36]4)[C:18]=3[N:19]=[C:20]([C:22]3[CH:27]=[CH:26][C:25]([OH:28])=[CH:24][CH:23]=3)[CH:21]=2)=O)[CH2:10][CH2:9]1)=[O:7])([CH3:4])([CH3:3])[CH3:2].B.CSC>C1COCC1>[C:1]([O:5][C:6]([N:8]1[CH2:9][CH2:10][N:11]([CH2:14][C:16]2[CH:21]=[C:20]([C:22]3[CH:23]=[CH:24][C:25]([OH:28])=[CH:26][CH:27]=3)[N:19]=[C:18]3[N:29]([CH:35]4[CH2:40][CH2:39][CH2:38][CH2:37][O:36]4)[N:30]=[C:31]([CH:32]4[CH2:33][CH2:34]4)[C:17]=23)[CH2:12][CH2:13]1)=[O:7])([CH3:4])([CH3:2])[CH3:3] |f:1.2|. The reactants are C(C)(C)(C)OC(=O)N1CCN(CC1)C(=O)C=1C2=C(N=C(C1)C1=CC=C(C=C1)O)N(N=C2C2CC2)C2OCCCC2 (4-[3-cyclopropyl-6-(4-hydroxy-phenyl)-1-(tetrahydro-pyran-2-yl)-1H-pyrazolo[3,4-b]pyridine-4-carbonyl]-piperazine-1-carboxylic acid tert-butyl ester), B.CSC (borane dimethylsulfide). The reactants are Cl.C(CC)C1=C(SC=2N1CCCN2)C(=O)Cl (3-propyl-6,7-dihydro-5H-thiazolo[3,2-a]pyrimidine-2-carbonyl-chloridehydrochloride), N1=CC=CC=C1 (pyridine), C(CCCCCC)S(=O)(=O)C1=CC=C(N)C=C1 (4-n-heptylsulfonylaniline). Solvent: CN(C=O)C (dimethylformamide). Product: CNC=1C=NC=C(C1)NC (3,5-dimethylaminopyridine). Reaction SMILES: [N:1]1[CH:6]=CC=C[CH:2]=1.Cl.C([C:11]1[N:15]2[CH2:16][CH2:17][CH2:18][N:19]=[C:14]2SC=1C(Cl)=O)CC.C(S(C1C=CC(N)=CC=1)(=O)=O)CCCCCC>CN(C)C=O>[CH3:11][NH:15][C:16]1[CH:2]=[N:1][CH:6]=[C:18]([NH:19][CH3:14])[CH:17]=1 |f:1.2|. Procedure: In the mixture of 50 ml of pyridine and 5 ml of dimethylformamide was suspended 1.04 g of 3-propyl-6,7-dihydro-5H-thiazolo[3,2-a]pyrimidine-2-carbonyl-chloridehydrochloride (described in Example 13). To the suspension was added 940 mg of 4-n-heptylsulfonylaniline obtained in Reference Example 7, and 45 mg of 3,5-dimethylaminopyridine, followed by stirring at 70° C. for 17 hours. The reaction mixture was concentrated and to the concentrate was added saturated sodium hydrogencarbonate aqueous solu... The reactants are [Cl-].[Al+3].[Cl-].[Cl-] (aluminum chloride), C(#N)C=1C=C(C=CC1)CC(=O)O (3-cyanophenylacetic acid), S(=O)(Cl)Cl (thionyl chloride), C1(=CC=CC=C1)CCCCCCC (1-phenylheptane), ice water. Solvent: C(Cl)Cl (methylene chloride), C(Cl)Cl (methylene chloride). The product is C(CCCCCC)C1=CC=C(C(CC=2C=C(C#N)C=CC2)=O)C=C1 (3-(4-n-heptylphenacyl)benzonitrile). The yield is 29.7%. RXN SMILES: [C:1]([C:3]1[CH:4]=[C:5]([CH2:9][C:10]([OH:12])=O)[CH:6]=[CH:7][CH:8]=1)#[N:2].S(Cl)(Cl)=O.[Cl-].[Al+3].[Cl-].[Cl-].[C:21]1([CH2:27][CH2:28][CH2:29][CH2:30][CH2:31][CH2:32][CH3:33])[CH:26]=[CH:25][CH:24]=[CH:23][CH:22]=1>C(Cl)Cl>[CH2:27]([C:21]1[CH:22]=[CH:23][C:24]([C:10](=[O:12])[CH2:9][C:5]2[CH:4]=[C:3]([CH:8]=[CH:7][CH:6]=2)[C:1]#[N:2])=[CH:25][CH:26]=1)[CH2:28][CH2:29][CH2:30][CH2:31][CH2:32][CH3:33] |f:2.3.4.5|. Procedure details: A mixture of 3-cyanophenylacetic acid (13 g, 0.08 mole) and thionyl chloride (100 ml) is heated under reflux for 90 minutes. The excess thionyl chloride is removed by evaporation under reduced pressure. The residue is dissolved in methylene chloride (20 ml) and the resulting solution added to aluminum chloride (16.2 g, 0.12 mole) in methylene chloride (200 ml) with vigorous stirring. A solution of 1-phenylheptane (14.3 g, 0.12 mole) in methylene chloride (50 ml) is then added over 20 minutes. Th... Starting materials: CC(CC1CN(C(=O)OCc2ccccc2)CCC12OCCO2)C(=O)Nc1ccccc1, CO, O=CCc1ccccc1. The product is CC(CC1CN(CCc2ccccc2)CCC12OCCO2)C(=O)Nc1ccccc1. RXN SMILES: [CH2:10]([O:11][C:12](=[O:13])[N:20]1[CH2:21][CH:22]([CH2:30][CH:31]([C:32](=[O:33])[NH:34][c:35]2[cH:36][cH:37][cH:38][cH:39][cH:40]2)[CH3:41])[C:23]2([O:24][CH2:25][CH2:26][O:27]2)[CH2:28][CH2:29]1)[c:14]1[cH:15][cH:16][cH:17][cH:18][cH:19]1.[CH3:42][OH:43].[CH:1](=[O:2])[CH2:3][c:4]1[cH:5][cH:6][cH:7][cH:8][cH:9]1>>[CH2:1]([CH2:3][c:4]1[cH:5][cH:6][cH:7][cH:8][cH:9]1)[N:20]1[CH2:21][CH:22]([CH2:30][CH:31]([C:32](=[O:33])[NH:34][c:35]2[cH:36][cH:37][cH:38][cH:39][cH:40]2)[CH3:41])[C:23]2([O:24][CH2:25][CH2:26][O:27]2)[CH2:28][CH2:29]1. The reactants are CC(O)C1CCC2C(=CBr)CCCC21C, CCOC(=O)N=NC(=O)OCC, C1CCOC1, c1ccc(P(c2ccccc2)c2ccccc2)cc1. Product: CC=C1CCC2C(=CBr)CCCC12C. RXN SMILES: [Br:1][CH:2]=[C:3]1[CH2:4][CH2:5][CH2:6][C:7]2([CH3:15])[CH:8]([CH:12]([CH3:13])[OH:14])[CH2:9][CH2:10][CH:11]12.[CH2:35]([O:36][C:37]([N:38]=[N:39][C:40]([O:41][CH2:42][CH3:43])=[O:44])=[O:45])[CH3:46].[O:47]1[CH2:48][CH2:49][CH2:50][CH2:51]1.[c:16]1([P:17]([c:18]2[cH:19][cH:20][cH:21][cH:22][cH:23]2)[c:24]2[cH:25][cH:26][cH:27][cH:28][cH:29]2)[cH:30][cH:31][cH:32][cH:33][cH:34]1>>[Br:1][CH:2]=[C:3]1[CH2:4][CH2:5][CH2:6][C:7]2([CH3:15])[C:8](=[CH:12][CH3:13])[CH2:9][CH2:10][CH:11]12. Reactants: ClC1=C(C=C(C=C1)C(F)(F)F)[N+](=O)[O-] (4-chloro-3-nitrobenzotrifluoride), [K] (potassium), C(C=1C(O)=CC=CC1)=O (salicylaldehyde). Run in O (water). Run at temperature 150 celsius. The product is [N+](=O)([O-])C1=C(OC2=C(C=O)C=CC=C2)C=CC(=C1)C(F)(F)F (2-(2-nitro-4-trifluoromethyl-phenoxy)benzaldehyde). RXN SMILES: Cl[C:2]1[CH:7]=[CH:6][C:5]([C:8]([F:11])([F:10])[F:9])=[CH:4][C:3]=1[N+:12]([O-:14])=[O:13].[K].[CH:16](=[O:24])[C:17]1[C:18](=[CH:20][CH:21]=[CH:22][CH:23]=1)[OH:19]>O>[N+:12]([C:3]1[CH:4]=[C:5]([C:8]([F:11])([F:10])[F:9])[CH:6]=[CH:7][C:2]=1[O:19][C:18]1[CH:20]=[CH:21][CH:22]=[CH:23][C:17]=1[CH:16]=[O:24])([O-:14])=[O:13] |^1:14|. Procedure: 200 parts of 4-chloro-3-nitrobenzotrifluoride is heated to 160° C. and stirred and 160 parts of the potassium salt of salicylaldehyde is added over a period of 30 minutes. After the addition is complete, an exothermic reaction takes place and the temperature rises to about 195° C. Heating is then discontinued until the reaction subsides and the mixture is then heated for 1 hour at 150° C. The mixture is cooled, ice and water are added, and it is then extracted with ether. The ether layer is filt...